From a dataset of the Open Reaction Database (ORD), a public repository of structured organic reaction records. describe an organic reaction: reactants, conditions, products, and yield As a reaction SMILES: Br[C:2]1[N:10]=[CH:9][N:8]=[C:7]2[C:3]=1[N:4]=[CH:5][NH:6]2.[Si:11]([O:18][CH:19]1[CH2:24][CH2:23][N:22]([C:25]2[C:26]([CH:36]([NH2:38])[CH3:37])=[CH:27][C:28]([Cl:35])=[C:29]3[C:34]=2[N:33]=[CH:32][CH:31]=[CH:30]3)[CH2:21][CH2:20]1)([C:14]([CH3:17])([CH3:16])[CH3:15])([CH3:13])[CH3:12].C(N(CC)C(C)C)(C)C>C(O)C>[Si:11]([O:18][CH:19]1[CH2:20][CH2:21][N:22]([C:25]2[C:26]([CH:36]([NH:38][C:2]3[N:10]=[CH:9][N:8]=[C:7]4[C:3]=3[N:4]=[CH:5][NH:6]4)[CH3:37])=[CH:27][C:28]([Cl:35])=[C:29]3[C:34]=2[N:33]=[CH:32][CH:31]=[CH:30]3)[CH2:23][CH2:24]1)([C:14]([CH3:17])([CH3:15])[CH3:16])([CH3:13])[CH3:12]. Run in C(C)O (ethanol). Reported procedure: A mixture of 6-bromo-9H-purine (0.262 g, 1.31 mmol), 1-[8-(4-{[tert-butyl(dimethyl)silyl]oxy}piperidin-1-yl)-5-chloroquinolin-7-yl]ethanamine (0.276 g, 0.657 mmol), and N,N-diisopropylethylamine (0.23 mL, 1.31 mmol) in ethanol (2 mL) was heated at reflux under nitrogen overnight. The mixture was evaporated and the resulting residue was diluted with water and extracted with ethyl acetate. The combined organic layers were washed with brine, dried and evaporated to dryness. The crude product was us... Yields the product [Si](C)(C)(C(C)(C)C)OC1CCN(CC1)C=1C(=CC(=C2C=CC=NC12)Cl)C(C)NC1=C2N=CNC2=NC=N1 (N-{1-[8-(4-{[tert-Butyl(dimethyl)silyl]oxy}piperidin-1-yl)-5-chloroquinolin-7-yl]ethyl}-9H-purin-6-amine). Reactants: BrC1=C2N=CNC2=NC=N1 (6-bromo-9H-purine), [Si](C)(C)(C(C)(C)C)OC1CCN(CC1)C=1C(=CC(=C2C=CC=NC12)Cl)C(C)N (1-[8-(4-{[tert-butyl(dimethyl)silyl]oxy}piperidin-1-yl)-5-chloroquinolin-7-yl]ethanamine), C(C)(C)N(C(C)C)CC (N,N-diisopropylethylamine). Starting materials: BrC(C=O)CC1=CC=C(C=C1)OC (2-bromo-3-(4-methoxy-phenyl)-propionaldehyde), NC(=S)N (thiourea). The solvent is CCO (EtOH). The product is COC1=CC=C(CC2=CN=C(S2)N)C=C1 (5-(4-methoxy-benzyl)-thiazol-2-ylamine). Isolated yield 75.2%. As a reaction SMILES: Br[CH:2]([CH2:5][C:6]1[CH:11]=[CH:10][C:9]([O:12][CH3:13])=[CH:8][CH:7]=1)[CH:3]=O.[NH2:14][C:15]([NH2:17])=[S:16]>CCO>[CH3:13][O:12][C:9]1[CH:10]=[CH:11][C:6]([CH2:5][C:2]2[S:16][C:15]([NH2:17])=[N:14][CH:3]=2)=[CH:7][CH:8]=1. Procedure: A mixture of 2-bromo-3-(4-methoxy-phenyl)-propionaldehyde (9c) and thiourea (0.84 g, 11.0 mmol) in 95% EtOH (20.0 mL) was heated at reflux for 60 minutes. The solution was concentrated under reduced pressure and the residue was re-dissolved in ethyl acetate. The solution was washed with saturated aqueous NaHCO3, dried over MgSO4(s), and concentrated under reduced pressure. The residue was purified by column chromatography on silica gel to give 5-(4-methoxy-benzyl)-thiazol-2-ylamine (9d, 1.01 g, ... Starting materials: C=O, CC(=O)O, CO, ClCCl, NC(=O)c1ccc(C2CCNCC2)cc1, [Na+], CC(=O)O[BH-](OC(C)=O)OC(C)=O. Product: CN1CCC(c2ccc(C(N)=O)cc2)CC1. Reaction SMILES: [CH2:16]=[O:17].[CH3:18][C:19](=[O:20])[OH:21].[CH3:39][OH:40].[Cl:36][CH2:37][Cl:38].[NH:1]1[CH2:2][CH2:3][CH:4]([c:7]2[cH:8][cH:9][c:10]([C:11](=[O:12])[NH2:13])[cH:14][cH:15]2)[CH2:5][CH2:6]1.[Na+:35].[O:22]([BH-:23]([O:24][C:25]([CH3:26])=[O:27])[O:28][C:29]([CH3:30])=[O:31])[C:32]([CH3:33])=[O:34]>>[N:1]1([CH3:18])[CH2:2][CH2:3][CH:4]([c:7]2[cH:8][cH:9][c:10]([C:11](=[O:12])[NH2:13])[cH:14][cH:15]2)[CH2:5][CH2:6]1.